Dataset: the Open Reaction Database (ORD), a public repository of structured organic reaction records. Task: describe an organic reaction: reactants, conditions, products, and yield Starting materials: COC(C1=C(C=CC=C1)OCCCCCCCCCCCCCC)=O (2-tetradecyloxybenzoic acid methyl ester), [Na] (sodium). Solvent: CC(=O)C (acetone). Product: O=C(CC(C)=O)C1=C(C=CC=C1)OCCCCCCCCCCCCCC (1,3-dioxo-1(2-tetradecyloxyphenyl)-butane). RXN SMILES: CO[C:3](=[O:25])[C:4]1[CH:9]=[CH:8][CH:7]=[CH:6][C:5]=1[O:10][CH2:11][CH2:12][CH2:13][CH2:14][CH2:15][CH2:16][CH2:17][CH2:18][CH2:19][CH2:20][CH2:21][CH2:22][CH2:23][CH3:24].[Na]>CC(C)=O>[O:25]=[C:3]([C:4]1[CH:9]=[CH:8][CH:7]=[CH:6][C:5]=1[O:10][CH2:11][CH2:12][CH2:13][CH2:14][CH2:15][CH2:16][CH2:17][CH2:18][CH2:19][CH2:20][CH2:21][CH2:22][CH2:23][CH3:24])[CH2:4][C:5](=[O:10])[CH3:6] |^1:25|. Procedure: 1,3-dioxo-1(2-tetradecyloxyphenyl)-butane was prepared by reacting 2-tetradecyloxybenzoic acid methyl ester and acetone in the presence of sodium ions as described by Bloch and v.Konstanecki in Ber. 33, 1998. Reactants: Cl, O=C(O)C(O)C(F)(F)F, NC1CCC(CCN2CCC(c3cccc4c3OCO4)CC2)CC1. Yields the product O=C(NC1CCC(CCN2CCC(c3cccc4c3OCO4)CC2)CC1)C(O)C(F)(F)F. Reaction SMILES: [ClH:1].[F:26][C:27]([CH:28]([C:29](=[O:30])[OH:31])[OH:32])([F:33])[F:34].[O:2]1[CH2:3][O:4][c:5]2[c:6]1[cH:7][cH:8][cH:9][c:10]2[CH:11]1[CH2:12][CH2:13][N:14]([CH2:17][CH2:18][CH:19]2[CH2:20][CH2:21][CH:22]([NH2:25])[CH2:23][CH2:24]2)[CH2:15][CH2:16]1>>[O:2]1[CH2:3][O:4][c:5]2[c:6]1[cH:7][cH:8][cH:9][c:10]2[CH:11]1[CH2:12][CH2:13][N:14]([CH2:17][CH2:18][CH:19]2[CH2:20][CH2:21][CH:22]([NH:25][C:29]([CH:28]([C:27]([F:26])([F:33])[F:34])[OH:32])=[O:30])[CH2:23][CH2:24]2)[CH2:15][CH2:16]1. The reactants are COC(=O)c1ccc([N+](=O)[O-])c(O)c1, CN(C)CCCO, Cl, CC(C)OC(=O)N=NC(=O)OC(C)C, c1ccc(P(c2ccccc2)c2ccccc2)cc1. The product is COC(=O)c1ccc([N+](=O)[O-])c(OCCCN(C)C)c1. RXN SMILES: [CH3:1][O:2][C:3]([c:4]1[cH:5][c:6]([OH:13])[c:7]([N+:10](=[O:11])[O-:12])[cH:8][cH:9]1)=[O:14].[CH3:34][N:35]([CH2:36][CH2:37][CH2:38][OH:39])[CH3:40].[ClH:55].[O:41]=[C:42]([O:43][CH:44]([CH3:45])[CH3:46])[N:47]=[N:48][C:49]([O:50][CH:51]([CH3:52])[CH3:53])=[O:54].[c:15]1([P:16]([c:17]2[cH:18][cH:19][cH:20][cH:21][cH:22]2)[c:23]2[cH:24][cH:25][cH:26][cH:27][cH:28]2)[cH:29][cH:30][cH:31][cH:32][cH:33]1>>[CH3:1][O:2][C:3]([c:4]1[cH:5][c:6]([O:13][CH2:38][CH2:37][CH2:36][N:35]([CH3:34])[CH3:40])[c:7]([N+:10](=[O:11])[O-:12])[cH:8][cH:9]1)=[O:14]. Starting materials: [OH-].[Na+] (sodium hydroxide), NC=1SC=C(N1)C(C(=O)NC1[C@@H]2N(C(=CCS2)C(=O)O)C1=O)=NOC (7-[2-(2-aminothiazol-4-yl)-2-methoxyiminoacetamido]-3-cephem-4-carboxylic acid). Solvent: O (water). Run at time 30 minute. Product: NC=1SC=C(N1)C(C(=O)NC1[C@@H]2N(C(=CCS2)C(=O)[O-])C1=O)=NOC.[Na+] (sodium 7-[2-(2-aminothiazol-4-yl)-2-methoxyiminoacetamido]-3-cephem-4-carboxylate). As a reaction SMILES: [OH-].[Na+:2].[NH2:3][C:4]1[S:5][CH:6]=[C:7]([C:9](=[N:25][O:26][CH3:27])[C:10]([NH:12][CH:13]2[C:23](=[O:24])[N:15]3[C:16]([C:20]([OH:22])=[O:21])=[CH:17][CH2:18][S:19][C@H:14]23)=[O:11])[N:8]=1>O>[NH2:3][C:4]1[S:5][CH:6]=[C:7]([C:9](=[N:25][O:26][CH3:27])[C:10]([NH:12][CH:13]2[C:23](=[O:24])[N:15]3[C:16]([C:20]([O-:22])=[O:21])=[CH:17][CH2:18][S:19][C@H:14]23)=[O:11])[N:8]=1.[Na+:2] |f:0.1,4.5|. Procedure details: An Aqueous solution of sodium hydroxide was carefully added dropwise to a stirred suspension of 7-[2-(2-aminothiazol-4-yl)-2-methoxyiminoacetamido]-3-cephem-4-carboxylic acid (syn isomer, 52 g.) in water (100 ml.) below 5° C. to make a solution of pH 7.0 to 7.5. After filtration and washing, the combined filtrate and the washings (200 ml.) was added dropwise to ethanol (2 l.) under stirring over 30 minutes, and stirring at room temperature for 15 minutes and then at 5° to 10° C. for an hour. The...